This data is from the Open Reaction Database (ORD), a public repository of structured organic reaction records. The task is: describe an organic reaction: reactants, conditions, products, and yield The reactants are C(C)(C)(C)OC(NC1CCN(CC1)S(=O)(=O)C1=CC=C(C=C1)[N+](=O)[O-])=O ([1-(4-Nitro-benzenesulfonyl)-piperidin-4-yl]-carbamic acid tert-butyl ester), solution, Cl (HCl). Run in O1CCOCC1 (Dioxane). Run at time 3 hour. The product is [N+](=O)([O-])C1=CC=C(C=C1)S(=O)(=O)N1CCC(CC1)N (1-(4-Nitro-benzenesulfonyl)-piperidin-4-ylamine). The yield is 89.6%. Reaction SMILES: C(OC(=O)[NH:7][CH:8]1[CH2:13][CH2:12][N:11]([S:14]([C:17]2[CH:22]=[CH:21][C:20]([N+:23]([O-:25])=[O:24])=[CH:19][CH:18]=2)(=[O:16])=[O:15])[CH2:10][CH2:9]1)(C)(C)C.Cl>O1CCOCC1>[N+:23]([C:20]1[CH:19]=[CH:18][C:17]([S:14]([N:11]2[CH2:10][CH2:9][CH:8]([NH2:7])[CH2:13][CH2:12]2)(=[O:15])=[O:16])=[CH:22][CH:21]=1)([O-:25])=[O:24]. Procedure details: [1-(4-Nitro-benzenesulfonyl)-piperidin-4-yl]-carbamic acid tert-butyl ester (3.5 g, 9.0 mmol) was suspended in a 4M solution of HCl in Dioxane (100 ml). The resulting suspension was stirred at room temperature for 3 hours. After this time the solution was concentrated under vacuum, then azeotroped with methanol and suspended in diethyl ether. The resulting solid precipitate was then collected by filtration, washed with diethyl ether and dried under vacuum to afford the title compound (2.3 g, 86%... Reactants: NC1=CC=C2C(=N1)C(=CN2)C2CCN(CC2)CCCC (5-amino-3-(1-butylpiperidin-4-yl)pyrrolo[3,2-b]pyridine), C(CC)(=O)Cl (propionyl chloride). Yields the product C(CC)(=O)NC1=CC=C2C(=N1)C(=CN2)C2CCN(CC2)CCCC (5-(N-[propionyl]amino)-3-(1-butylpiperidin-4-yl)pyrrolo[3,2-b]pyridine). The yield is 281.7%. RXN SMILES: [NH2:1][C:2]1[N:7]=[C:6]2[C:8]([CH:11]3[CH2:16][CH2:15][N:14]([CH2:17][CH2:18][CH2:19][CH3:20])[CH2:13][CH2:12]3)=[CH:9][NH:10][C:5]2=[CH:4][CH:3]=1.[C:21](Cl)(=[O:24])[CH2:22][CH3:23]>>[C:21]([NH:1][C:2]1[N:7]=[C:6]2[C:8]([CH:11]3[CH2:16][CH2:15][N:14]([CH2:17][CH2:18][CH2:19][CH3:20])[CH2:13][CH2:12]3)=[CH:9][NH:10][C:5]2=[CH:4][CH:3]=1)(=[O:24])[CH2:22][CH3:23]. Reported procedure: Beginning with 0.15 gm (0.55 mMol) 5-amino-3-(1-butylpiperidin-4-yl)pyrrolo[3,2-b]pyridine and 0.058 mL (0.067 mMol) propionyl chloride, 0.062 gm (35%) of the title compound were prepared as an ivory foam essentially by the procedure described in Example 4. An analytical sample was crystallized from aqueous ethanol. Starting materials: ClC=1C=C(C(=O)OO)C=CC1 (m-Chloroperoxybenzoic acid), CC(C(=O)NC1=CC(=C(C=C1)[N+](=O)[O-])C)=C (2-methyl-N-(3-methyl-4-nitrophenyl)acrylamide), C(C)(C)(C)C1=C(C(=CC(=C1)C)C(C)(C)C)O (2,6-di-tert-butyl-4-methylphenol). The solvent is ClCCCl (1,2-dichloroethane). Run at time 6 hour. The product is CC=1C=C(C=CC1[N+](=O)[O-])NC(=O)C1(OC1)C (2-Methyloxirane-2-carboxylic acid (3-methyl-4-nitrophenyl)amide). RXN SMILES: ClC1C=C(C=CC=1)C(OO)=[O:6].[CH3:12][C:13](=[CH2:27])[C:14]([NH:16][C:17]1[CH:22]=[CH:21][C:20]([N+:23]([O-:25])=[O:24])=[C:19]([CH3:26])[CH:18]=1)=[O:15].C(C1C=C(C)C=C(C(C)(C)C)C=1O)(C)(C)C>ClCCCl>[CH3:26][C:19]1[CH:18]=[C:17]([NH:16][C:14]([C:13]2([CH3:12])[CH2:27][O:6]2)=[O:15])[CH:22]=[CH:21][C:20]=1[N+:23]([O-:25])=[O:24]. Procedure: m-Chloroperoxybenzoic acid (6.7 g, 29.9 mmol) was added in portions at 60° C. to a solution of 2-methyl-N-(3-methyl-4-nitrophenyl)acrylamide (2.9 g, 13.2 mmol) and 2,6-di-tert-butyl-4-methylphenol (66 mg) in 1,2-dichloroethane (80 ml). The string was continued at 60° C. for 6 h, and the reaction mixture was allowed to cool to room temperature. The precipitated m-chlorobenzoic acid was filtered, and the filtrate was extracted with 1 M Na2CO3 (4×60 ml). The organic phase was dried over Na2SO4 and ... Reactants: FC=1C=C(C=CC1O)CC(=O)O (2-(3-fluoro-4-hydroxyphenyl)acetic acid), NCC1CN(CC1)CC1=CC(=C(C=C1)Cl)Cl (3-aminomethyl-1-(3,4-dichlorobenzyl)pyrrolidine), NC[C@H]1CN(CC1)CC1=C(C(=CC=C1)Cl)Cl (3-(S)-aminomethyl-1-(2,3-dichlorobenzyl)pyrrolidine). Yields the product ClC1=C(CN2C[C@@H](CC2)CNC(CC2=CC(=C(C=C2)O)F)=O)C=CC=C1Cl (N-[1-(2,3-dichlorobenzyl)pyrrolidin-3-(S)-ylmethyl]-2-(3-fluoro-4-hydroxyphenyl)-acetamide). As a reaction SMILES: [F:1][C:2]1[CH:3]=[C:4]([CH2:9][C:10]([OH:12])=O)[CH:5]=[CH:6][C:7]=1[OH:8].NCC1CCN(CC2C=CC(Cl)=C(Cl)C=2)C1.[NH2:29][CH2:30][C@@H:31]1[CH2:35][CH2:34][N:33]([CH2:36][C:37]2[CH:42]=[CH:41][CH:40]=[C:39]([Cl:43])[C:38]=2[Cl:44])[CH2:32]1>>[Cl:44][C:38]1[C:39]([Cl:43])=[CH:40][CH:41]=[CH:42][C:37]=1[CH2:36][N:33]1[CH2:34][CH2:35][C@@H:31]([CH2:30][NH:29][C:10](=[O:12])[CH2:9][C:4]2[CH:5]=[CH:6][C:7]([OH:8])=[C:2]([F:1])[CH:3]=2)[CH2:32]1. Procedure details: Proceeding as described above but substituting 4-(2,5-dimethylphenyl)-4-oxobutyric acid with 2-(3-fluoro-4-hydroxyphenyl)acetic acid and 3-aminomethyl-1-(3,4-dichlorobenzyl)pyrrolidine with 3-(S)-aminomethyl-1-(2,3-dichlorobenzyl)pyrrolidine gave N-[1-(2,3-dichlorobenzyl)pyrrolidin-3-(S)-ylmethyl]-2-(3-fluoro-4-hydroxyphenyl)-acetamide. The reactants are acid-ether, [Na] (Sodium), BrCC(=O)OCC (ethyl bromoacetate), [Na] (sodium), ClC1=C(C=C2CC(C(C2=C1Cl)=O)C1=CC=CC=C1)O (6,7-dichloro-5-hydroxy-2-phenyl-1-indanone). Solvent: C(C)O (ethanol), C(C)O (ethanol). Reaction conditions: time 1.5 hour. The product is ClC1=C(C=C2CC(C(C2=C1Cl)=O)C1=CC=CC=C1)OCC(=O)OCC (ethyl (6,7-dichloro-1-oxo-2-phenyl-5-indanyloxy)acetate). Yield: 70.0%. RXN SMILES: [Na].[Cl:2][C:3]1[C:11]([Cl:12])=[C:10]2[C:6]([CH2:7][CH:8]([C:14]3[CH:19]=[CH:18][CH:17]=[CH:16][CH:15]=3)[C:9]2=[O:13])=[CH:5][C:4]=1[OH:20].Br[CH2:22][C:23]([O:25][CH2:26][CH3:27])=[O:24]>C(O)C>[Cl:2][C:3]1[C:11]([Cl:12])=[C:10]2[C:6]([CH2:7][CH:8]([C:14]3[CH:15]=[CH:16][CH:17]=[CH:18][CH:19]=3)[C:9]2=[O:13])=[CH:5][C:4]=1[O:20][CH2:22][C:23]([O:25][CH2:26][CH3:27])=[O:24] |^1:0|. Procedure details: Sodium (629 mg., 27.3 mmol) is added to 50 ml. of absolute ethanol under a nitrogen atmosphere. After the sodium dissolves, 6,7-dichloro-5-hydroxy-2-phenyl-1-indanone (7.35 g., 25.1 mmol), and 75 ml. of additional absolute ethanol are added followed by 3.1 ml. of ethyl bromoacetate (28.1 mmol). The mixture is stirred at room temperature for 1 to 2 hrs., refluxed for 5-16 hrs. and then poured into a dilute acid-ether mixture. The crude reaction product collected and crystallized from 1:1 ethanol-... The reactants are C(C=C)C1C(C=CC1(C)O)=O (2-Allyl-3-hydroxy-3-methyl-4-cyclopentenone), aqueous solution, CNO (N-methylhydroxylamine). Reaction conditions: time 1 hour. Yields the product C(C=C)C=1C(CC(C1C)N(C)O)=O (2-allyl-3-methyl-4-(N-hydroxy-N-methylamino)-2-cyclopentenone). The yield is 91.2%. As a reaction SMILES: [CH2:1]([CH:4]1[C:8](O)([CH3:9])[CH:7]=[CH:6][C:5]1=[O:11])[CH:2]=[CH2:3].[CH3:12][NH:13][OH:14]>>[CH2:1]([C:4]1[C:5](=[O:11])[CH2:6][CH:7]([N:13]([OH:14])[CH3:12])[C:8]=1[CH3:9])[CH:2]=[CH2:3]. Procedure details: 2-Allyl-3-hydroxy-3-methyl-4-cyclopentenone (15.2 g) was dropwise added to a 25% aqueous solution of N-methylhydroxylamine (30 g) in the same flask as used in Example 1 at a temperature of 15° to 25° C. for 1 hour. At the same temperature, the reaction mixture was kept for 2 hours. After completion of the reaction, the mixture was treated and purified in the same manner as in Example 5 to obtain 2-allyl-3-methyl-4-(N-hydroxy-N-methylamino)-2-cyclopentenone (16.5 g). Yield, 91%. nD20 1.5102. Reactants: FC1=CC=C(C=O)C=C1 (4-fluorobenzaldehyde), CC(=O)C12CC3CC(CC(C1)C3)C2 (1-adamantyl methyl ketone), [O-]CC.[Na+] (sodium ethoxide). Solvent: C(C)O (ethanol), C(C)O (ethanol). Reaction conditions: time 48 hour. Yields the product C12(CC3CC(CC(C1)C3)C2)C(C=CC2=CC=C(C=C2)F)=O (1-(1-Adamantyl)-3-(4-fluorophenyl)-2-propen-1-one), solid. The yield is 57.8%. Reaction SMILES: [F:1][C:2]1[CH:9]=[CH:8][C:5]([CH:6]=O)=[CH:4][CH:3]=1.[CH3:10][C:11]([C:13]12[CH2:22][CH:17]3[CH2:18][CH:19]([CH2:21][CH:15]([CH2:16]3)[CH2:14]1)[CH2:20]2)=[O:12].[O-]CC.[Na+]>C(O)C>[C:13]12([C:11](=[O:12])[CH:10]=[CH:6][C:5]3[CH:8]=[CH:9][C:2]([F:1])=[CH:3][CH:4]=3)[CH2:22][CH:17]3[CH2:18][CH:19]([CH2:21][CH:15]([CH2:16]3)[CH2:14]1)[CH2:20]2 |f:2.3|. Procedure: A mixture of 4-fluorobenzaldehyde (6.01 ml, 56.10 mmol, Aldrich) and 1-adamantyl methyl ketone (10.00 g, 56.10 mmol) in absolute ethanol (100 ml) was treated with a solution of sodium ethoxide in ethanol (21% by weight solution; 2.08 ml, 5.61 mmol). A precipitate soon fell out of solution. After stirring at room temperature for 48 hours, the mixture was cooled to -10° C. and the precipitate was collected by filtration. The solid was washed with cold ethanol, dried in vacuo and recrystallized fro... Starting materials: C(C1=CC=CC=C1)O[C@H]1[C@@H](O[C@@H]([C@H]([C@@H]1OCC1=CC=CC=C1)OCC1=CC=CC=C1)COCC1=CC=CC=C1)C1=CN(C2=C(C=CC=C12)C)CC1=CC=C(C=C1)\C=C\CC(=O)O (3-(2,3,4,6-tetra-O-benzyl-β-D-glucopyranosyl)-1-[4-((1E)-3-carboxyprop-1-enyl)benzyl]-7-methyl-1H-indole), C(C1=CC=CC=C1)OCCO (2-(benzyloxy)ethanol), C1(CCCCC1)N=C=NC1CCCCC1 (dicyclohexylcarbodiimide). The reagents and catalysts are CN(C1=CC=NC=C1)C (4-dimethylaminopyridine). The solvent is ClCCl (dichloromethane). Conditions: time 8 hour. Yields the product C(C1=CC=CC=C1)O[C@H]1[C@@H](O[C@@H]([C@H]([C@@H]1OCC1=CC=CC=C1)OCC1=CC=CC=C1)COCC1=CC=CC=C1)C1=CN(C2=C(C=CC=C12)C)CC1=CC=C(C=C1)\C=C\CC(=O)OCCOCC1=CC=CC=C1 (3-(2,3,4,6-tetra-O-benzyl-β-D-glucopyranosyl)-1-(4-{(1E)-3-[2-(benzyl-oxy)ethoxycarbonyl]prop-1-enyl}benzyl)-7-methyl-1H-indole). The yield is 41.3%. As a reaction SMILES: [CH2:1]([O:8][C@@H:9]1[C@@H:14]([O:15][CH2:16][C:17]2[CH:22]=[CH:21][CH:20]=[CH:19][CH:18]=2)[C@H:13]([O:23][CH2:24][C:25]2[CH:30]=[CH:29][CH:28]=[CH:27][CH:26]=2)[C@@H:12]([CH2:31][O:32][CH2:33][C:34]2[CH:39]=[CH:38][CH:37]=[CH:36][CH:35]=2)[O:11][C@H:10]1[C:40]1[C:48]2[C:43](=[C:44]([CH3:49])[CH:45]=[CH:46][CH:47]=2)[N:42]([CH2:50][C:51]2[CH:56]=[CH:55][C:54](/[CH:57]=[CH:58]/[CH2:59][C:60]([OH:62])=[O:61])=[CH:53][CH:52]=2)[CH:41]=1)[C:2]1[CH:7]=[CH:6][CH:5]=[CH:4][CH:3]=1.[CH2:63]([O:70][CH2:71][CH2:72]O)[C:64]1[CH:69]=[CH:68][CH:67]=[CH:66][CH:65]=1.C1(N=C=NC2CCCCC2)CCCCC1>CN(C)C1C=CN=CC=1.ClCCl>[CH2:1]([O:8][C@@H:9]1[C@@H:14]([O:15][CH2:16][C:17]2[CH:22]=[CH:21][CH:20]=[CH:19][CH:18]=2)[C@H:13]([O:23][CH2:24][C:25]2[CH:30]=[CH:29][CH:28]=[CH:27][CH:26]=2)[C@@H:12]([CH2:31][O:32][CH2:33][C:34]2[CH:39]=[CH:38][CH:37]=[CH:36][CH:35]=2)[O:11][C@H:10]1[C:40]1[C:48]2[C:43](=[C:44]([CH3:49])[CH:45]=[CH:46][CH:47]=2)[N:42]([CH2:50][C:51]2[CH:56]=[CH:55][C:54](/[CH:57]=[CH:58]/[CH2:59][C:60]([O:62][CH2:72][CH2:71][O:70][CH2:63][C:64]3[CH:69]=[CH:68][CH:67]=[CH:66][CH:65]=3)=[O:61])=[CH:53][CH:52]=2)[CH:41]=1)[C:2]1[CH:3]=[CH:4][CH:5]=[CH:6][CH:7]=1. Procedure details: To a mixture of 3-(2,3,4,6-tetra-O-benzyl-β-D-glucopyranosyl)-1-[4-((1E)-3-carboxyprop-1-enyl)benzyl]-7-methyl-1H-indole (0.10 g), 2-(benzyloxy)ethanol (22 mg), 4-dimethylaminopyridine (7 mg) and dichloromethane (0.5 mL) was added dicyclohexylcarbodiimide (37 mg), and the mixture was stirred at room temperature overnight. The reaction mixture was directly purified by column chromatography on silica gel (eluent: n-hexane/ethylacetate=4/1-2/1) to give 3-(2,3,4,6-tetra-O-benzyl-β-D-glucopyranosyl)-... The reactants are ClC1=NC(=C2N=CN(C2=N1)[C@@H]1O[C@@H]([C@H]([C@H]1O)O)CO)NC ((4S,2R,3R,5R)-2-[2-chloro-6-(methylamino)purin-9-yl]-5-(hydroxymethyl)oxolane-3,4-diol), ( 2 ), O.NN (hydrazine hydrate). Reaction conditions: time 24 hour. Product: N(N)C1=NC(=C2N=CN(C2=N1)[C@@H]1O[C@@H]([C@H]([C@H]1O)O)CO)NC ((4S,2R,3R,5R)-2-[2-hydrazino-6-(methylamino)purin-9-yl]-5-(hydroxymethyl)oxolane-3,4-diol). Reaction SMILES: Cl[C:2]1[N:10]=[C:9]2[C:5]([N:6]=[CH:7][N:8]2[C@H:11]2[C@H:15]([OH:16])[C@H:14]([OH:17])[C@@H:13]([CH2:18][OH:19])[O:12]2)=[C:4]([NH:20][CH3:21])[N:3]=1.O.[NH2:23][NH2:24]>>[NH:23]([C:2]1[N:10]=[C:9]2[C:5]([N:6]=[CH:7][N:8]2[C@H:11]2[C@H:15]([OH:16])[C@H:14]([OH:17])[C@@H:13]([CH2:18][OH:19])[O:12]2)=[C:4]([NH:20][CH3:21])[N:3]=1)[NH2:24] |f:1.2|. Reported procedure: (4S,2R,3R,5R)-2-[2-chloro-6-(methylamino)purin-9-yl]-5-(hydroxymethyl)oxolane-3,4-diol, a compound of formula (2) (0.5 mmol), was suspended in hydrazine hydrate (5 mL), and the mixture was allowed to stir at room temperature for 24 hours. The hydrazine was removed under reduced pressure and the residue triturated with ether and filtered, to afford (4S,2R,3R,5R)-2-[2-hydrazino-6-(methylamino)purin-9-yl]-5-(hydroxymethyl)oxolane-3,4-diol, a compound of formula (3), as a white solid.